This data is from the Open Reaction Database (ORD), a public repository of structured organic reaction records. The task is: describe an organic reaction: reactants, conditions, products, and yield The reactants are BrCC=1C2=CC=CC=C2C=2C=CC=CC2C1CBr (9,10-bis-bromomethyl-phenanthrene), CN (methylamine). Solvent: CO (methanol). Product: CN1CC2=C3C(=C4C(=C2C1)C=CC=C4)C=CC=C3 (2-methyl-2,3-dihydro-1H-dibenz[e,g]isoindole). As a reaction SMILES: Br[CH2:2][C:3]1[C:4]2[C:9]([C:10]3[CH:11]=[CH:12][CH:13]=[CH:14][C:15]=3[C:16]=1[CH2:17]Br)=[CH:8][CH:7]=[CH:6][CH:5]=2.[CH3:19][NH2:20]>CO>[CH3:19][N:20]1[CH2:17][C:16]2[C:3](=[C:4]3[CH:5]=[CH:6][CH:7]=[CH:8][C:9]3=[C:10]3[CH:11]=[CH:12][CH:13]=[CH:14][C:15]3=2)[CH2:2]1. Reported procedure: 13.4 g of 9,10-bis-bromomethyl-phenanthrene [see S. Hauptmann, Chem. Ber. 93, 2604 (1960)] is added within one hour, with stirring, to a solution of 37.5 g of methylamine in 225 ml of methanol, with the reaction temperature being maintained at 45°-50°. The reaction mixture is stirred for a further hour at 50°, and the solvent and excess methylamine are subsequently distilled off. 50 ml of water is added to the residue, and the formed suspension is extracted with ether. The ethereal solution is w... The reactants are C(C1=CC=CC=C1)OC1=CC=C(CN2C(CNCC2)C2=CC=CC=C2)C=C1 (1-(4'-Benzyloxy benzyl)-2-phenyl piperazine), C(C)N(CC)CCCl (diethylamino ethylchloride), Example 2 ( c ). Product: C(C1=CC=CC=C1)OC1=CC=C(CN2C(CN(CC2)CCN(CC)CC)C2=CC=CC=C2)C=C1 (1-(4'-Benzyloxy benzyl)-2-phenyl-4-diethylamino ethyl piperazine). Reaction SMILES: [CH2:1]([O:8][C:9]1[CH:27]=[CH:26][C:12]([CH2:13][N:14]2[CH2:19][CH2:18][NH:17][CH2:16][CH:15]2[C:20]2[CH:25]=[CH:24][CH:23]=[CH:22][CH:21]=2)=[CH:11][CH:10]=1)[C:2]1[CH:7]=[CH:6][CH:5]=[CH:4][CH:3]=1.[CH2:28]([N:30]([CH2:33][CH2:34]Cl)[CH2:31][CH3:32])[CH3:29]>>[CH2:1]([O:8][C:9]1[CH:27]=[CH:26][C:12]([CH2:13][N:14]2[CH2:19][CH2:18][N:17]([CH2:29][CH2:28][N:30]([CH2:33][CH3:34])[CH2:31][CH3:32])[CH2:16][CH:15]2[C:20]2[CH:21]=[CH:22][CH:23]=[CH:24][CH:25]=2)=[CH:11][CH:10]=1)[C:2]1[CH:3]=[CH:4][CH:5]=[CH:6][CH:7]=1. Reported procedure: 1-(4'-Benzyloxy benzyl)-2-phenyl piperazine prepared according to Example 10, is alkylated by means of diethylamino ethylchloride by following the procedure described in Example 2 (c). The resulting reaction product is obtained in the form of a light yellow oil boiling at 235° C./0.01 mm. Hg. The reactants are C[C@@H]1[C@@H](CN(CC1)C(=O)OC(C)(C)C)C(NCC=1N=C2C(=NC1)N(C=C2)S(=O)(=O)C2=CC=C(C)C=C2)=S (cis-tert-butyl 4-methyl-3-((5-tosyl-5H-pyrrolo[2,3-b]pyrazin-2-yl)methylcarbamothioyl)piperidine-1-carboxylate). Reagents/catalysts: FC(C(=O)[O-])(F)F.[Hg+2].FC(C(=O)[O-])(F)F (mercury (II) trifluoroacetate). Solvent: O1CCOCC1 (1,4-dioxane). Conditions: time 1 hour. Yields the product C(C)(C)(C)OC(=O)N1C[C@H]([C@H](CC1)C)C1=NC=C2N1C1=C(N=C2)N(C=C1)S(=O)(=O)C1=CC=C(C)C=C1 (cis-tert-butyl-4-methyl-3-(6-tosyl-6H-imidazo[1,5-a]pyrrolo[2,3-e]pyrazin-1-yl)piperidine-1-carboxylate). Isolated yield 89.9%. As a reaction SMILES: [CH3:1][C@H:2]1[CH2:7][CH2:6][N:5]([C:8]([O:10][C:11]([CH3:14])([CH3:13])[CH3:12])=[O:9])[CH2:4][C@H:3]1[C:15](=S)[NH:16][CH2:17][C:18]1[N:19]=[C:20]2[CH:26]=[CH:25][N:24]([S:27]([C:30]3[CH:36]=[CH:35][C:33]([CH3:34])=[CH:32][CH:31]=3)(=[O:29])=[O:28])[C:21]2=[N:22][CH:23]=1>O1CCOCC1.FC(F)(F)C([O-])=O.[Hg+2].FC(F)(F)C([O-])=O>[C:11]([O:10][C:8]([N:5]1[CH2:6][CH2:7][C@H:2]([CH3:1])[C@H:3]([C:15]2[N:19]3[C:20]4[CH:26]=[CH:25][N:24]([S:27]([C:30]5[CH:36]=[CH:35][C:33]([CH3:34])=[CH:32][CH:31]=5)(=[O:28])=[O:29])[C:21]=4[N:22]=[CH:23][C:18]3=[CH:17][N:16]=2)[CH2:4]1)=[O:9])([CH3:14])([CH3:13])[CH3:12] |f:2.3.4|. Procedure details: A round bottom flask was charged with cis-tert-butyl 4-methyl-3-((5-tosyl-5H-pyrrolo[2,3-b]pyrazin-2-yl)methylcarbamoyl)piperidine-1-carboxylate (5.62 g, 10.6 mmol, prepared using O from 4-methylnicotonic acid, M, H from Example #5, Step C, HATU and DIEA) and Lawesson's reagent (3.0 g, 7.4 mmol) in 1,4-dioxane (100 mL). The reaction was heated at about 80° C. for about 1 h, cooled to ambient temperature, and concd under reduced pressure. The crude product was dissolved in EtOAc (200 mL) and wash... Reactants: CN1C(=CC(=C1)[N+](=O)[O-])C(=O)OC (methyl 1-methyl-4-nitro-1H-pyrrole-2-carboxylate), Cl (HCl), [H][H] (hydrogen), CN1C(=CC(=C1)[N+](=O)[O-])C(=O)O (1-methyl-4-nitro-1H-pyrrole-2-carboxylic acid), C(CCl)Cl (EDC), CCN(C(C)C)C(C)C (DIPEA). Reagents/catalysts: [Pd] (Pd/C). Solvent: C1CCOC1 (THF), CC(=O)N(C)C (DMA). Reaction conditions: time 5 hour. Product: CN1C(=CC(=C1)NC(=O)C=1N(C=C(C1)[N+](=O)[O-])C)C(=O)OC (Methyl 1-methyl-4-(1-methyl-4-nitro-1H-pyrrole-2-carboxamido)-1H-pyrrole-2-carboxylate). Yield: 75.5%. As a reaction SMILES: [CH3:1][N:2]1[CH:6]=[C:5]([N+:7]([O-])=O)[CH:4]=[C:3]1[C:10]([O:12][CH3:13])=[O:11].Cl.[H][H].[CH3:17][N:18]1[CH:22]=[C:21]([N+:23]([O-:25])=[O:24])[CH:20]=[C:19]1[C:26]([OH:28])=O.C(Cl)CCl.CCN(C(C)C)C(C)C>[Pd].CC(N(C)C)=O.C1COCC1>[CH3:1][N:2]1[CH:6]=[C:5]([NH:7][C:26]([C:19]2[N:18]([CH3:17])[CH:22]=[C:21]([N+:23]([O-:25])=[O:24])[CH:20]=2)=[O:28])[CH:4]=[C:3]1[C:10]([O:12][CH3:13])=[O:11]. Reported procedure: In a hydrogenation bottle was added methyl 1-methyl-4-nitro-1H-pyrrole-2-carboxylate (3.0 g, 16.30 mmol), 80 ml of THF, 405 mg of 10% Pd/C and 1.3 ml of HCl (conc.). After evacuation under vacuum the bottle was placed under 30 psi hydrogen and shaken for 5 hours. The mixture was filtered through celites, evaporated to dryness without further purification. To the dry mixture was added 1-methyl-4-nitro-1H-pyrrole-2-carboxylic acid (2.75 g, 16.18 mmol), 80 ml of DMA, EDC (8.51 g, 44.27 mmol) and DI...